From a dataset of the Open Reaction Database (ORD), a public repository of structured organic reaction records. describe an organic reaction: reactants, conditions, products, and yield Starting materials: COC(=O)c1ccc(OC(=O)C(C)(C)C)cc1 (substrate), c4(F)ccc(B3OB(c1ccc(F)cc1)OB(c2ccc(F)cc2)O3)cc4 (effective_coupling_partner). Reagents/catalysts: PCy3. Run at temperature 110 celsius, time 12 hour. The product is COC(=O)c1ccc(c2ccc(F)cc2)cc1.